Dataset: the Open Reaction Database (ORD), a public repository of structured organic reaction records. Task: describe an organic reaction: reactants, conditions, products, and yield Reactants: Cl.ClC(CN1C=NC=C1)C1=C(C=C(C=C1)Cl)Cl (1-(β, 2,4-trichlorophenethyl)imidazole hydrochloride), O(C(=S)[S-])CC.[K+] (potassium ethyl xanthate). Solvent: C(C)O (ethanol). Conditions: time 3 day. Yields the product oxalate salt, ClC1=C(C(CN2C=NC=C2)SC(=S)OCC)C=CC(=C1)Cl (1-[2,4-dichloro-β-(ethoxythiocarbonylthio)phenethyl]imidazole). RXN SMILES: Cl.Cl[CH:3]([C:10]1[CH:15]=[CH:14][C:13]([Cl:16])=[CH:12][C:11]=1[Cl:17])[CH2:4][N:5]1[CH:9]=[CH:8][N:7]=[CH:6]1.[O:18]([CH2:22][CH3:23])[C:19]([S-:21])=[S:20].[K+]>C(O)C>[Cl:17][C:11]1[CH:12]=[C:13]([Cl:16])[CH:14]=[CH:15][C:10]=1[CH:3]([S:21][C:19]([O:18][CH2:22][CH3:23])=[S:20])[CH2:4][N:5]1[CH:9]=[CH:8][N:7]=[CH:6]1 |f:0.1,2.3|. Reported procedure: Twenty grams of 1-(β, 2,4-trichlorophenethyl)imidazole hydrochloride was added to 300 milliliters (ml) of absolute ethanol and 25 grams of anhydrous potassium ethyl xanthate. The mixture was stirred at room temperature for about 3 days until the reaction was complete as indicated by thin layer chromatography. The solvent was removed, water added and the product extracted with ether. The extracts were washed with water, dried over magnesium sulfate and the ether evaporated. The resulting oil was ... Reactants: NC=1C(=NNC1)C1=NC=2C(=CC=3C(C(N(C3C2)CC)=O)(C)C)N1 (2-(4-amino-1H-pyrazol-3-yl)-5-ethyl-7,7-dimethyl-5,7-dihydro-1H-imidazo[4,5-f]indol-6-one), O1N=CC=C1C(=O)Cl (isoxazole-5-carbonyl chloride). The product is C(C)N1C(C(C=2C=C3C(=CC12)N=C(N3)C3=NNC=C3NC(=O)C3=CC=NO3)(C)C)=O (Isoxazole-5-carboxylic acid[3-(5-ethyl-7,7-dimethyl-6-oxo-1,5,6,7-tetrahydro-imidazo[4,5-f]indol-2-yl)-1H-pyrazol-4-yl]-amide), powder. The yield is 23.0%. RXN SMILES: [NH2:1][C:2]1[C:3]([C:7]2[NH:23][C:10]3=[CH:11][C:12]4[C:13]([CH3:22])([CH3:21])[C:14](=[O:20])[N:15]([CH2:18][CH3:19])[C:16]=4[CH:17]=[C:9]3[N:8]=2)=[N:4][NH:5][CH:6]=1.[O:24]1[C:28]([C:29](Cl)=[O:30])=[CH:27][CH:26]=[N:25]1>>[CH2:18]([N:15]1[C:16]2[CH:17]=[C:9]3[N:8]=[C:7]([C:3]4[C:2]([NH:1][C:29]([C:28]5[O:24][N:25]=[CH:26][CH:27]=5)=[O:30])=[CH:6][NH:5][N:4]=4)[NH:23][C:10]3=[CH:11][C:12]=2[C:13]([CH3:22])([CH3:21])[C:14]1=[O:20])[CH3:19]. Reported procedure: Isoxazole-5-carboxylic acid[3-(5-ethyl-7,7-dimethyl-6-oxo-1,5,6,7-tetrahydro-imidazo[4,5-f]indol-2-yl)-1H-pyrazol-4-yl]-amide was prepared using 2-(4-amino-1H-pyrazol-3-yl)-5-ethyl-7,7-dimethyl-5,7-dihydro-1H-imidazo[4,5-f]indol-6-one (250 mg, 0.81 mmol) and isoxazole-5-carbonyl chloride (78 μl, 0.87 mmol). The title compound was obtained as light brown powder (76 mg, 23%). Yields the product C=CCC(C)C(CC(=O)C(C)(C)C=O)OC(=O)OCC(Cl)(Cl)Cl. RXN SMILES: [CH2:48]1[O:49][CH2:50][CH2:51][CH2:52]1.[CH:1]([O:4][CH:5]([O:2][CH:3]([CH3:27])[CH3:28])[C:6]([C:7]([CH2:8][CH:9]([CH:10]([CH2:11][CH:12]=[CH2:13])[CH3:14])[O:15][C:16](=[O:17])[O:18][CH2:19][C:20]([Cl:21])([Cl:22])[Cl:23])=[O:24])([CH3:25])[CH3:26])([CH3:29])[CH3:30].[Na+:47].[O-:43][C:44]([OH:45])=[O:46].[OH2:31].[OH2:53].[c:32]1([CH3:33])[cH:34][cH:35][c:36]([S:37]([OH:38])(=[O:39])=[O:40])[cH:41][cH:42]1>>[O:4]=[CH:5][C:6]([C:7]([CH2:8][CH:9]([CH:10]([CH2:11][CH:12]=[CH2:13])[CH3:14])[O:15][C:16](=[O:17])[O:18][CH2:19][C:20]([Cl:21])([Cl:22])[Cl:23])=[O:24])([CH3:25])[CH3:26]. Starting materials: C1CCOC1, C=CCC(C)C(CC(=O)C(C)(C)C(OC(C)C)OC(C)C)OC(=O)OCC(Cl)(Cl)Cl, [Na+], O=C([O-])O, O, O, Cc1ccc(S(=O)(=O)O)cc1. Starting materials: C(C(O)C)(=O)O (lactic acid), C1(CCCCCO1)=O (ε-caprolactone), [Si]([O-])([O-])([O-])[O-].[Al+3].[Si]([O-])([O-])([O-])[O-].[Si]([O-])([O-])([O-])[O-].[Al+3].[Al+3].[Al+3] (aluminum silicate). Conditions: temperature 150 celsius, time 3 hour. The product is C(C(O)C)(=O)O.C1(CCCCCO1)=O (lactic acid caprolactone). As a reaction SMILES: [C:1]([OH:6])(=[O:5])[CH:2]([CH3:4])[OH:3].[C:7]1(=[O:14])[O:13][CH2:12][CH2:11][CH2:10][CH2:9][CH2:8]1.[Si]([O-])([O-])([O-])[O-].[Al+3].[Si]([O-])([O-])([O-])[O-].[Si]([O-])([O-])([O-])[O-].[Al+3].[Al+3].[Al+3]>>[C:1]([OH:6])(=[O:5])[CH:2]([CH3:4])[OH:3].[C:7]1(=[O:14])[O:13][CH2:12][CH2:11][CH2:10][CH2:9][CH2:8]1 |f:2.3.4.5.6.7.8,9.10|. Procedure: The lactide obtained in Example 2 (17 g) and ε-caprolactone (3 g) were put into a 100-ml reaction vessel equipped with a stirrer and a nitrogen-introducing tube. After substitution of nitrogen gas was carried out three times, the mixture was molten by stirring at 150° C. for 3 hours in a stream of nitrogen. To the resulting mixture was added 0.4 g of synthetic light aluminum silicate (Tomita Pharmaceutical Co., Ltd.), and the temperature was raised to 195°±5° C. The pressure was reduced graduall... Starting materials: COC=1C=C(C=CC1C)CC(=O)O ((3-methoxy-4-methyl-phenyl)-acetic acid), BrBr (bromine), O (Water). Solvent: C(C)(=O)O (acetic acid). Reaction conditions: time 3 hour. Product: BrC1=C(C=C(C(=C1)C)OC)CC(=O)O ((2-bromo-5-methoxy-4-methyl-phenyl)-acetic acid). Yield: 77.4%. As a reaction SMILES: [CH3:1][O:2][C:3]1[CH:4]=[C:5]([CH2:10][C:11]([OH:13])=[O:12])[CH:6]=[CH:7][C:8]=1[CH3:9].[Br:14]Br.O>C(O)(=O)C>[Br:14][C:6]1[CH:7]=[C:8]([CH3:9])[C:3]([O:2][CH3:1])=[CH:4][C:5]=1[CH2:10][C:11]([OH:13])=[O:12]. Procedure: To a solution of (3-methoxy-4-methyl-phenyl)-acetic acid (6.1 g, 33.9 mmol) in glacial acetic acid (30 mL) under argon was added bromine (1.96 mL, 37.2 mmol). The mixture was stirred at room temperature for three hours. Water (100 mL) was added, and solid was filtered off, washed with water and dried to obtain (2-bromo-5-methoxy-4-methyl-phenyl)-acetic acid (6.8 g, 77%).